Dataset: the Open Reaction Database (ORD), a public repository of structured organic reaction records. Task: describe an organic reaction: reactants, conditions, products, and yield Starting materials: O=[N+]([O-])c1ccc(N2CCC(CN=Cc3ccccc3)CC2)c(F)c1, Cl. The product is NCC1CCN(c2ccc([N+](=O)[O-])cc2F)CC1. As a reaction SMILES: [CH:1]([c:2]1[cH:3][cH:4][cH:5][cH:6][cH:7]1)=[N:8][CH2:9][CH:10]1[CH2:11][CH2:12][N:13]([c:16]2[c:17]([F:25])[cH:18][c:19]([N+:22](=[O:23])[O-:24])[cH:20][cH:21]2)[CH2:14][CH2:15]1.[ClH:26]>>[NH2:8][CH2:9][CH:10]1[CH2:11][CH2:12][N:13]([c:16]2[c:17]([F:25])[cH:18][c:19]([N+:22](=[O:23])[O-:24])[cH:20][cH:21]2)[CH2:14][CH2:15]1. The reactants are O=C(O)c1ncc(Cl)cn1, CC1(C)OC(N)=NC(C)(c2cc(N)ccc2F)C1(F)F. The product is CC1(C)OC(N)=NC(C)(c2cc(NC(=O)c3ncc(Cl)cn3)ccc2F)C1(F)F. Reaction SMILES: [Cl:21][c:22]1[cH:23][n:24][c:25]([C:28](=[O:29])[OH:30])[n:26][cH:27]1.[NH2:1][c:2]1[cH:3][cH:4][c:5]([F:20])[c:6]([C:8]2([CH3:19])[N:9]=[C:10]([NH2:18])[O:11][C:12]([CH3:16])([CH3:17])[C:13]2([F:14])[F:15])[cH:7]1>>[NH:1]([c:2]1[cH:3][cH:4][c:5]([F:20])[c:6]([C:8]2([CH3:19])[N:9]=[C:10]([NH2:18])[O:11][C:12]([CH3:16])([CH3:17])[C:13]2([F:14])[F:15])[cH:7]1)[C:28]([c:25]1[n:24][cH:23][c:22]([Cl:21])[cH:27][n:26]1)=[O:29]. The reactants are NC1=C(C=C(OCCBr)C=C1)[N+](=O)[O-] (2-(4-amino-3-nitrophenoxy)ethyl bromide), C1=CN(C=N1)C(=O)N2C=CN=C2 (CDI). The reagents and catalysts are [Pd] (Pd/C). Run in C1CCOC1 (THF). Conditions: time 4 hour. The product is O=C1N=C2C(=N1)C=CC(=C2)OCCBr (2-(2-Oxobenzimidazol-5-oxy)ethyl bromide). Yield: 21.0%. As a reaction SMILES: [NH2:1][C:2]1[CH:11]=[CH:10][C:5]([O:6][CH2:7][CH2:8][Br:9])=[CH:4][C:3]=1[N+:12]([O-])=O.C1N=CN([C:20](N2C=NC=C2)=[O:21])C=1>C1COCC1.[Pd]>[O:21]=[C:20]1[N:1]=[C:2]2[CH:11]=[CH:10][C:5]([O:6][CH2:7][CH2:8][Br:9])=[CH:4][C:3]2=[N:12]1. Procedure details: A solution of 2-(4-amino-3-nitrophenoxy)ethyl bromide (980 mg, 7.59 mmol) in dry THF (20 mL) was shaken over 5% Pd/C (80 mg) under H2 (20-30 psi) for 5 h, then filtered. To the filtrate was added CDI (2.4 g, 14.8 mmol). The mixture was stirred at room temperature under N2 for 4 h, then refluxed for 14 h. The mixture was evaporated, then the residual solid was washed with CHCl3 (3×15 mL), and dried to give 407 mg (21%) of the title compound as an off-white powder, mp 225-6° C. 1H NMR (DMSO-d6): 3... The reactants are C1(CC1)C1(C(NCC1CC)=O)C#N (3-cyclopropyl-4-ethyl-2-oxopyrrolidine-3-carbonitrile), ClC1=NC=CC(=N1)Cl (2,4-dichloropyrimidine), C([O-])([O-])=O.[Cs+].[Cs+] (cesium carbonate), C1(=CC=CC=C1)P(C1=CC=CC=2C(C3=CC=CC(=C3OC12)P(C1=CC=CC=C1)C1=CC=CC=C1)(C)C)C1=CC=CC=C1 (4,5-bis(diphenylphosphino)-9,9-dimethylxanthene). Reagents/catalysts: C=1C=CC(=CC1)/C=C/C(=O)/C=C/C2=CC=CC=C2.C=1C=CC(=CC1)/C=C/C(=O)/C=C/C2=CC=CC=C2.C=1C=CC(=CC1)/C=C/C(=O)/C=C/C2=CC=CC=C2.[Pd].[Pd] (tris(dibenzylideneacetone)dipalladium(0)). Run in O1CCCC1 (tetrahydrofuran). Run at temperature 85 celsius, time 8 hour. The product is ClC1=NC=CC(=N1)N1C(C(C(C1)CC)(C#N)C1CC1)=O ((3SR,4SR)-1-(2-chloropyrimidin-4-yl)-3-cyclopropyl-4-ethyl-2-oxopyrrolidine-3-carbonitrile). Isolated yield 26.5%. Reaction SMILES: [CH:1]1([C:4]2([C:12]#[N:13])[CH:8]([CH2:9][CH3:10])[CH2:7][NH:6][C:5]2=[O:11])[CH2:3][CH2:2]1.[Cl:14][C:15]1[N:20]=[C:19](Cl)[CH:18]=[CH:17][N:16]=1.C(=O)([O-])[O-].[Cs+].[Cs+].C1(P(C2C=CC=CC=2)C2C3OC4C(=CC=CC=4P(C4C=CC=CC=4)C4C=CC=CC=4)C(C)(C)C=3C=CC=2)C=CC=CC=1>O1CCCC1.C1C=CC(/C=C/C(/C=C/C2C=CC=CC=2)=O)=CC=1.C1C=CC(/C=C/C(/C=C/C2C=CC=CC=2)=O)=CC=1.C1C=CC(/C=C/C(/C=C/C2C=CC=CC=2)=O)=CC=1.[Pd].[Pd]>[Cl:14][C:15]1[N:20]=[C:19]([N:6]2[CH2:7][CH:8]([CH2:9][CH3:10])[C:4]([CH:1]3[CH2:2][CH2:3]3)([C:12]#[N:13])[C:5]2=[O:11])[CH:18]=[CH:17][N:16]=1 |f:2.3.4,7.8.9.10.11|. Procedure details: To a mixture of 3-cyclopropyl-4-ethyl-2-oxopyrrolidine-3-carbonitrile (3.7 g) obtained in Step B of Example 376, 2,4-dichloropyrimidine (3.1 g), cesium carbonate (13 g) and 4,5-bis(diphenylphosphino)-9,9-dimethylxanthene (0.71 g) in tetrahydrofuran (55 mL) was added tris(dibenzylideneacetone)dipalladium(0) (0.38 g), and the mixture was stirred overnight at 85° C. The insoluble substance was removed by filtration through Celite, and the solvent was evaporated under reduced pressure. The residue w... Starting materials: Polyphosphoric acid, C1(OC=CO1)=O (vinylene carbonate), C1(=CC=C(C=C1)C(=O)N)C (p-toluamide). The solvent is O (water). Conditions: temperature 170 celsius, time 10 minute. The product is CC1=CC=C(C=C1)C=1OC=CN1 (2-(4-Methylphenyl)oxazole). The yield is 44.7%. RXN SMILES: C1(=O)O[CH:4]=[CH:3]O1.[C:7]1([CH3:16])[CH:12]=[CH:11][C:10]([C:13]([NH2:15])=[O:14])=[CH:9][CH:8]=1>O>[CH3:16][C:7]1[CH:12]=[CH:11][C:10]([C:13]2[O:14][CH:3]=[CH:4][N:15]=2)=[CH:9][CH:8]=1. Procedure: Polyphosphoric acid (20 g), vinylene carbonate (5.73 mL, 90.0 mmol) and p-toluamide (12.2 g, 90.0 mmol) were combined and heated at 170° C. for 2 h. The reaction mixture was allowed to cool to ˜80° C., water (˜100 mL) was carefully added, and stirred for ˜10 min. This mixture was extracted three times with ethyl acetate, combined organic extracts were dried with Na2SO4, and concentrated in vacuo. Purification by medium pressure liquid chromatography (SiO2, 97:3 hexanes/acetone) gave 6.41 g (45%)... Reactants: OC(C(CCCC)[N+](=O)[O-])C1=C(C=C(C(=O)OC(C)(C)C)C=C1)C(=O)N1CC2=CC=CC=C2CC1 (tert-butyl 4-(1-hydroxy-2-nitrohexyl)-3-(1,2,3,4-tetrahydroisoquinoline-2-carbonyl)benzoate), C(C)(=O)OC(C)=O (acetic anhydride). Reagents/catalysts: CN(C)C=1C=CN=CC1 (DMAP), CN(C)C=1C=CN=CC1 (DMAP). Run in C(Cl)Cl (DCM), C1CCOC1 (THF). Run at time 30 minute. Product: [N+](=O)([O-])C(=CC1=C(C=C(C(=O)OC(C)(C)C)C=C1)C(=O)N1CC2=CC=CC=C2CC1)CCCC (tert-Butyl 4-(2-nitrohex-1-enyl)-3-(1,2,3,4-tetrahydroisoquinoline-2-carbonyl)benzoate). The yield is 79.7%. Reaction SMILES: O[CH:2]([C:11]1[CH:23]=[CH:22][C:14]([C:15]([O:17][C:18]([CH3:21])([CH3:20])[CH3:19])=[O:16])=[CH:13][C:12]=1[C:24]([N:26]1[CH2:35][CH2:34][C:33]2[C:28](=[CH:29][CH:30]=[CH:31][CH:32]=2)[CH2:27]1)=[O:25])[CH:3]([N+:8]([O-:10])=[O:9])[CH2:4][CH2:5][CH2:6][CH3:7].C(OC(=O)C)(=O)C>C1COCC1.CN(C1C=CN=CC=1)C.C(Cl)Cl>[N+:8]([C:3]([CH2:4][CH2:5][CH2:6][CH3:7])=[CH:2][C:11]1[CH:23]=[CH:22][C:14]([C:15]([O:17][C:18]([CH3:21])([CH3:20])[CH3:19])=[O:16])=[CH:13][C:12]=1[C:24]([N:26]1[CH2:35][CH2:34][C:33]2[C:28](=[CH:29][CH:30]=[CH:31][CH:32]=2)[CH2:27]1)=[O:25])([O-:10])=[O:9]. Reported procedure: To a solution of tert-butyl 4-(1-hydroxy-2-nitrohexyl)-3-(1,2,3,4-tetrahydroisoquinoline-2-carbonyl)benzoate (632 mg, 1.31 mmol) in THF (3 mL) was added acetic anhydride (0.136 mL, 1.44 mmol) and a crystal of DMAP (−5 mg). After stirring at room temperature for 30 min, the reaction mixture was concentrated in vacuo. The residue was suspended in DCM (3.0 mL) and DMAP (192 mg, 1.57 mmol) was added. After stirring at room temperature overnight, the reaction mixture was diluted with DCM and washed w... Starting materials: C1(=CC=CC=C1)N1N=CC=C1 (1-phenyl-1H-pyrazole), C(C)(=O)OC=CC1=CC=CC=C1 (styryl acetate), C1(=CC=CC=C1)C (toluene), Teflon. Run in CCN(CC)CC (Et3N), CCCCCC (hexane), C(C)N(CC)CC (triethylamine), CCOC(=O)C (EtOAc). Reaction conditions: time 50 hour. The product is C(=CC1=CC=CC=C1)C1=C(C=CC=C1)N1N=CC=C1 (1-(2-styrylphenyl)-1H-pyrazole). The yield is 56.0%. As a reaction SMILES: [C:1]1([N:7]2[CH:11]=[CH:10][CH:9]=[N:8]2)[CH:6]=[CH:5][CH:4]=[CH:3][CH:2]=1.C(O[CH:16]=[CH:17][C:18]1[CH:23]=[CH:22][CH:21]=[CH:20][CH:19]=1)(=O)C.C1(C)C=CC=CC=1>CCN(CC)CC.CCOC(C)=O.CCCCCC>[CH:16]([C:6]1[CH:5]=[CH:4][CH:3]=[CH:2][C:1]=1[N:7]1[CH:11]=[CH:10][CH:9]=[N:8]1)=[CH:17][C:18]1[CH:23]=[CH:22][CH:21]=[CH:20][CH:19]=1. Procedure: A Teflon-coated magnetic stirring rod was placed in a 10 mL two-necked flask which was then equipped with a reflux condenser. The reflux condenser was connected to a pressure reduced/nitrogen line, and the whole apparatus was dried with heating under reduced pressure. Thereafter, N2 gas was charged in the reaction apparatus and the whole reaction apparatus was purged with nitrogen. The reaction vessel was left to cool to room temperature, then, Ru(cod)(cot) complex (0.05 mmol, 15.8 mg), 1-phenyl... As a reaction SMILES: [CH2:17]([CH:18]([CH3:19])[CH3:20])[c:21]1[n:22][c:23]([C:32]([F:33])([F:34])[F:35])[cH:24][cH:25][c:26]1[CH:27]=[CH:28][C:29](=[O:30])[OH:31].[ClH:16].[NH2:1][CH2:2][c:3]1[cH:4][c:5]([F:15])[c:6]([NH:10][S:11](=[O:12])(=[O:13])[CH3:14])[c:7]([CH3:9])[cH:8]1>>[NH:1]([CH2:2][c:3]1[cH:4][c:5]([F:15])[c:6]([NH:10][S:11](=[O:12])(=[O:13])[CH3:14])[c:7]([CH3:9])[cH:8]1)[C:29]([CH:28]=[CH:27][c:26]1[c:21]([CH2:17][CH:18]([CH3:19])[CH3:20])[n:22][c:23]([C:32]([F:33])([F:34])[F:35])[cH:24][cH:25]1)=[O:30]. Product: Cc1cc(CNC(=O)C=Cc2ccc(C(F)(F)F)nc2CC(C)C)cc(F)c1NS(C)(=O)=O. Reactants: CC(C)Cc1nc(C(F)(F)F)ccc1C=CC(=O)O, Cl, Cc1cc(CN)cc(F)c1NS(C)(=O)=O. The reactants are Cl (Hydrochloric acid), C(C)(C)(C)OC(CN1N=C(C=C1C(=O)OCC)C)=O (ethyl 1-(2-tert-butoxy-2-oxoethyl)-3-methyl-1H-pyrazole-5-carboxylate). Solvent: C1CCOC1 (THF). Run at time 8 hour. Product: C(C)OC(=O)C1=CC(=NN1CC(=O)O)C ([5-(ethoxycarbonyl)-3-methyl-1H-pyrazol-1-yl]acetic acid). Yield: 80.2%. Reaction SMILES: Cl.C([O:6][C:7](=[O:20])[CH2:8][N:9]1[C:13]([C:14]([O:16][CH2:17][CH3:18])=[O:15])=[CH:12][C:11]([CH3:19])=[N:10]1)(C)(C)C>C1COCC1>[CH2:17]([O:16][C:14]([C:13]1[N:9]([CH2:8][C:7]([OH:20])=[O:6])[N:10]=[C:11]([CH3:19])[CH:12]=1)=[O:15])[CH3:18]. Procedure: 6 N Hydrochloric acid (4 mL, 24.00 mmol) was added to a solution of ethyl 1-(2-tert-butoxy-2-oxoethyl)-3-methyl-1H-pyrazole-5-carboxylate (324 mg, 1.21 mmol) in THF (4 mL). The reaction mixture was stirred at room temperature overnight. The reaction mixture was extracted with ethyl acetate. The extract was washed with brine, and dried over anhydrous sodium sulfate. The solvent was evaporated under reduced pressure. The residue was purified by silica gel column chromatography to give the title co...